The task is: describe an organic reaction: reactants, conditions, products, and yield. This data is from the Open Reaction Database (ORD), a public repository of structured organic reaction records. The reactants are C1CCOC1, [N-]=[N+]=NCc1ccc(CO)cc1, Oc1ccc(Cl)cc1, c1ccc(P(c2ccccc2)c2ccccc2)cc1. The product is [N-]=[N+]=NCc1ccc(COc2ccc(Cl)cc2)cc1. As a reaction SMILES: [CH2:40]1[O:41][CH2:42][CH2:43][CH2:44]1.[N:28](=[N+:29]=[N-:30])[CH2:31][c:32]1[cH:33][cH:34][c:35]([CH2:38][OH:39])[cH:36][cH:37]1.[OH:20][c:21]1[cH:22][cH:23][c:24]([Cl:25])[cH:26][cH:27]1.[c:1]1([P:2]([c:3]2[cH:4][cH:5][cH:6][cH:7][cH:8]2)[c:9]2[cH:10][cH:11][cH:12][cH:13][cH:14]2)[cH:15][cH:16][cH:17][cH:18][cH:19]1>>[O:20]([c:21]1[cH:22][cH:23][c:24]([Cl:25])[cH:26][cH:27]1)[CH2:38][c:35]1[cH:34][cH:33][c:32]([CH2:31][N:28]=[N+:29]=[N-:30])[cH:37][cH:36]1. Reactants: N(=O)[O-].[Ag+] (silver nitrite), C(C)SCC (diethylthioether). The solvent is C(C)#N (acetonitrile). Reaction conditions: time 5 minute. Product: N(=O)[O-].[Ag+].C(C)SCC (Diethylthioether Silver Nitrite). As a reaction SMILES: [N:1]([O-:3])=[O:2].[Ag+:4].[CH2:5]([S:7][CH2:8][CH3:9])[CH3:6]>C(#N)C>[N:1]([O-:3])=[O:2].[Ag+:4].[CH2:5]([S:7][CH2:8][CH3:9])[CH3:6] |f:0.1,4.5.6|. Reported procedure: To a 100 ml round bottom flask was sequentially added 10 mmol (1.54 g) of silver nitrite (AgNO2) and 20 ml of acetonitrile, followed by stirring at room temperature for 5 minutes. Next, 10 mmol (0.90 g, 1.08 ml) of diethylthioether was dropwise added to the flask by means of a syringe over 10 seconds and stirred at room temperature. After stirring for 30 minutes, the reaction mixture was warmed to 50° C. and further stirred for 30 minutes. Following cooling to room temperature, the reaction mixt... Starting materials: C([O-])([O-])=O.[K+].[K+] (potassium carbonate), Cl (hydrochloric acid), OC1=CC2=C(C(CO2)CC(=O)OC)C=C1 (Methyl (6-hydroxy-2,3-dihydro-1-benzofuran-3-yl)acetate), ClCC=1N=C(SC1)C1=CC=CC=C1 (4-(chloromethyl)-2-phenyl-1,3-thiazole). The solvent is CN(C=O)C (N,N-dimethylformamide), O (Water). Run at temperature 65 celsius, time 3 hour. The product is C1(=CC=CC=C1)C=1SC=C(N1)COC1=CC2=C(C(CO2)CC(=O)OC)C=C1 (methyl {6-[(2-phenyl-1,3-thiazol-4-yl)methoxy]-2,3-dihydro-1-benzofuran-3-yl}acetate). Yield: 73.7%. Reaction SMILES: [OH:1][C:2]1[CH:15]=[CH:14][C:5]2[CH:6]([CH2:9][C:10]([O:12][CH3:13])=[O:11])[CH2:7][O:8][C:4]=2[CH:3]=1.Cl[CH2:17][C:18]1[N:19]=[C:20]([C:23]2[CH:28]=[CH:27][CH:26]=[CH:25][CH:24]=2)[S:21][CH:22]=1.C(=O)([O-])[O-].[K+].[K+].Cl>CN(C)C=O.O>[C:23]1([C:20]2[S:21][CH:22]=[C:18]([CH2:17][O:1][C:2]3[CH:15]=[CH:14][C:5]4[CH:6]([CH2:9][C:10]([O:12][CH3:13])=[O:11])[CH2:7][O:8][C:4]=4[CH:3]=3)[N:19]=2)[CH:24]=[CH:25][CH:26]=[CH:27][CH:28]=1 |f:2.3.4|. Procedure details: Methyl (6-hydroxy-2,3-dihydro-1-benzofuran-3-yl)acetate (200 mg, 0.961 mmol) and 4-(chloromethyl)-2-phenyl-1,3-thiazole (240 mg, 1.14 mmol) were dissolved in N,N-dimethylformamide (5 mL), and potassium carbonate (160 mg, 1.16 mmol) was added, and the mixture was stirred at 60-70° C. for 3 hr. Water was added to the reaction mixture, and the mixture was neutralized with 2 M hydrochloric acid. The precipitated crystals were recrystallized from ethyl acetate-diisopropyl ether to give the title comp... Reactants: C(C)(=O)OCC=1CS[C@H]2N(C1C(=O)[O-])C(C2NC(C(=NOC=C)C=2N=C(SC2)NC(C2=CC=CC=C2)(C2=CC=CC=C2)C2=CC=CC=C2)=O)=O.[Na+] (sodium 3-acetoxymethyl-7-[2-(2-tritylamino-4-thiazolyl)-2-vinyloxyimino-acetamido]-ceph-3-eme-4-carboxylate), C(=O)O (formic acid). The solvent is O (water). Run at temperature 40 celsius, time 15 minute. The product is C(C)(=O)OCC=1CS[C@H]2N(C1C(=O)O)C(C2NC(C(=NOC=C)C=2N=C(SC2)N)=O)=O (3-acetoxymethyl-7-[2-(2-amino-4-thiazolyl)-2-vinyloxyimino-acetamido]-ceph-3-eme-4-carboxylic acid). As a reaction SMILES: [C:1]([O:4][CH2:5][C:6]1[CH2:7][S:8][C@@H:9]2[CH:16]([NH:17][C:18](=[O:49])[C:19]([C:24]3[N:25]=[C:26]([NH:29]C(C4C=CC=CC=4)(C4C=CC=CC=4)C4C=CC=CC=4)[S:27][CH:28]=3)=[N:20][O:21][CH:22]=[CH2:23])[C:15](=[O:50])[N:10]2[C:11]=1[C:12]([O-:14])=[O:13])(=[O:3])[CH3:2].[Na+].C(O)=O>O>[C:1]([O:4][CH2:5][C:6]1[CH2:7][S:8][C@@H:9]2[CH:16]([NH:17][C:18](=[O:49])[C:19]([C:24]3[N:25]=[C:26]([NH2:29])[S:27][CH:28]=3)=[N:20][O:21][CH:22]=[CH2:23])[C:15](=[O:50])[N:10]2[C:11]=1[C:12]([OH:14])=[O:13])(=[O:3])[CH3:2] |f:0.1|. Reported procedure: 1.612 g of the sodium salt of Example 35 was added to 4 ml of 98% formic acid and immediately after, 4 ml of distilled water were added thereto and the mixture was stirred for 15 minutes at 40° C. The heterogenous mixture was triturated for 30 minutes at room temperature and was vacuum filtered at 20° C. The filter was rinsed twice with 1.6 ml of 50% formic acid and the filtrate was evaporated to dryness. The residue was taken up in 5 ml of distilled w ater and the mixture was vacuum filtered at... Reactants: Cc1ccccc1, O=C=Nc1ccc(Cl)cc1Cl, Nc1ccncc1. Product: O=C(Nc1ccncc1)Nc1ccc(Cl)cc1Cl. RXN SMILES: [CH3:19][c:20]1[cH:21][cH:22][cH:23][cH:24][cH:25]1.[Cl:8][c:9]1[c:10]([N:16]=[C:17]=[O:18])[cH:11][cH:12][c:13]([Cl:15])[cH:14]1.[NH2:1][c:2]1[cH:3][cH:4][n:5][cH:6][cH:7]1>>[NH:1]([c:2]1[cH:3][cH:4][n:5][cH:6][cH:7]1)[C:17]([NH:16][c:10]1[c:9]([Cl:8])[cH:14][c:13]([Cl:15])[cH:12][cH:11]1)=[O:18].